Dataset: the Open Reaction Database (ORD), a public repository of structured organic reaction records. Task: describe an organic reaction: reactants, conditions, products, and yield The reactants are ClC1=NC2=C3C(=C4C(=C2N=C1)C=CC=C4)C=CC=C3 (2-chlorodibenzo[f,h]quinoxaline), C(C)(=O)OCC (ethyl acetate), CCCCCC (hexane). The product is C1=CC=CC=2C3=CC=CC=C3C(=CC12)C1=CC=C(C=C1)C1=NC2=C3C(=C4C(=C2N=C1)C=CC=C4)C=CC=C3 (2-[4-(phenanthren-9-yl)phenyl]dibenzo[f,h]quinoxaline). RXN SMILES: Cl[C:2]1[CH:11]=[N:10][C:9]2[C:4](=[C:5]3[CH:19]=[CH:18][CH:17]=[CH:16][C:6]3=[C:7]3[CH:15]=[CH:14][CH:13]=[CH:12][C:8]3=2)[N:3]=1.C(O[CH2:24][CH3:25])(=O)C.[CH3:26][CH2:27][CH2:28][CH2:29][CH2:30][CH3:31]>>[CH:28]1[C:27]2[CH:18]=[C:19]([C:25]3[CH:24]=[CH:12][C:13]([C:2]4[CH:11]=[N:10][C:9]5[C:4](=[C:5]6[CH:19]=[CH:18][CH:17]=[CH:16][C:6]6=[C:7]6[CH:15]=[CH:14][CH:13]=[CH:12][C:8]6=5)[N:3]=4)=[CH:14][CH:15]=3)[C:5]3[C:4](=[CH:9][CH:8]=[CH:7][CH:6]=3)[C:26]=2[CH:31]=[CH:30][CH:29]=1. Procedure details: The Rf values of the objective substance and 2-chlorodibenzo[f,h]quinoxaline were respectively 0.20 and 0.55, which were found by silica gel thin layer chromatography (TLC) (with a developing solvent of ethyl acetate and hexane in a ratio of 1:10). The reactants are CuBr2, C1N2CN3CN1CN(C2)C3 (hexamethylenetetramine), C1CCC2=NCCCN2CC1 (DBU), COC(=O)C1N=C(OC1)CC(CC(=O)OCC)C1=CC=CC=C1 (ethyl (±)-4-(4-methoxycarbonyl-1,3-oxazolin-2-yl)-3-phenylbutanoate). Run in C(Cl)Cl (CH2Cl2). Conditions: time 5 minute. Yields the product COC(=O)C=1N=C(OC1)CC(CC(=O)OCC)C1=CC=CC=C1 (Ethyl (±)-4-(4-methoxycarbonyl-1,3-oxazol-2-yl)-3-phenylbutanoate). Isolated yield 63.7%. As a reaction SMILES: C1N2CN3CN(C2)CN1C3.C1CCN2C(=NCCC2)CC1.[CH3:22][O:23][C:24]([CH:26]1[CH2:30][O:29][C:28]([CH2:31][CH:32]([C:39]2[CH:44]=[CH:43][CH:42]=[CH:41][CH:40]=2)[CH2:33][C:34]([O:36][CH2:37][CH3:38])=[O:35])=[N:27]1)=[O:25]>C(Cl)Cl>[CH3:22][O:23][C:24]([C:26]1[N:27]=[C:28]([CH2:31][CH:32]([C:39]2[CH:40]=[CH:41][CH:42]=[CH:43][CH:44]=2)[CH2:33][C:34]([O:36][CH2:37][CH3:38])=[O:35])[O:29][CH:30]=1)=[O:25]. Procedure details: To a suspension of CuBr2 (1.17 g, 5.26 mmole) in degassed (3×vacuum/N2) CH2Cl2 (6 mL) was added hexamethylenetetramine (737 mg, 5.26 mmole) then DBU (0.78 mL, 5.26 mmole). After 5 min, a solution of ethyl (±)-4-(4-methoxycarbonyl-1,3-oxazolin-2-yl)-3-phenylbutanoate (420 mg, 1.32 mmole) in CH2Cl2 (2 mL) was added dropwise. After 6 hr, the mixture was filtered through a pad of silica gel (EtOAc) and the filtrate was concentrated under reduced pressure. The residue was chromatographed on silica ge... Starting materials: ClC1=CC=C2C(C(=CN(C2=C1)C1=CC(=CC=C1)F)C(=O)O)=O (7-chloro-1,4-dihydro1-(3-fluorophenyl)-4-oxo-3-quinolinecarboxylic acid), FC1=CC=C(C=C1)N1C=C(C(C2=CC=C(C=C12)C1=CC=NC=C1)=O)C(=O)N (1-(4-Fluorophenyl)-1,4-dihydro-4-oxo-7-(4-pyridinyl)3 -quinolinecarboxamide). Yields the product ClC1=CC=C2C(C(=CN(C2=C1)C1=CC=C(C=C1)F)C(=O)N)=O (1,4-Dihydro-7-chloro-1-(4-fluorophenyl)-4-oxo-3-quinolinecarboxamide), methanesulfonate salt. As a reaction SMILES: [Cl:1]C1C=C2C(C(=O)C(C(O)=O)=CN2C2C=CC=C(F)C=2)=CC=1.[F:23][C:24]1[CH:29]=[CH:28][C:27]([N:30]2[C:39]3[C:34](=[CH:35][CH:36]=[C:37](C4C=CN=CC=4)[CH:38]=3)[C:33](=[O:46])[C:32]([C:47]([NH2:49])=[O:48])=[CH:31]2)=[CH:26][CH:25]=1>>[Cl:1][C:37]1[CH:38]=[C:39]2[C:34]([C:33](=[O:46])[C:32]([C:47]([NH2:49])=[O:48])=[CH:31][N:30]2[C:27]2[CH:28]=[CH:29][C:24]([F:23])=[CH:25][CH:26]=2)=[CH:35][CH:36]=1. Procedure details: 7-Chloro-1,4-dihydro-1-(3-fluorophenyl)-4-oxo-3-quinolinecarboxamide [IV; R=H, R1 =3-FC6H4, R2 =H, R6H, X=Cl]was prepared from 7.36 g 7-chloro-1,4-dihydro1-(3-fluorophenyl)-4-oxo-3-quinolinecarboxylic acid by the procedure of Example 1, part (h), and was obtained (7.14 g) as a colorless solid, m.p. 294-296° C. when recrystallized from DMF. e) 1,4-Dihydro-1-(3-fluorophenyl)-4-oxo-7-(4-pyridinyl)3-quinolinecarboxamide [I; R=H, R1 =3-FC6H4, R2 =H, R6H, R7 4 -pyridinyl]was prepared from 4.13 g 7-chl... Starting materials: ClC1=C(C=C(C(=C1)[N+](=O)[O-])F)O (2-chloro-5-fluoro-4-nitro-phenol), [NH4+].[Cl-] (NH4Cl). The reagents and catalysts are [Zn] (Zinc). Solvent: C1CCOC1 (THF), CO (MeOH). Conditions: time 0.5 hour. Product: NC1=CC(=C(C=C1F)O)Cl (4-amino-2-chloro-5-fluorophenol). Isolated yield 96.7%. RXN SMILES: [Cl:1][C:2]1[CH:7]=[C:6]([N+:8]([O-])=O)[C:5]([F:11])=[CH:4][C:3]=1[OH:12].[NH4+].[Cl-]>C1COCC1.CO.[Zn]>[NH2:8][C:6]1[C:5]([F:11])=[CH:4][C:3]([OH:12])=[C:2]([Cl:1])[CH:7]=1 |f:1.2|. Procedure details: Zinc dust (10 g, 160 mmol) was added portion wise to a solution of 2-chloro-5-fluoro-4-nitro-phenol (3.0 g, 16 mmol) and NH4Cl (8.4 g, 160 mmol) in THF (150 mL) and MeOH (150 mL) and the mixture was stirred at RT for 0.5 h. The reaction mixture was filtered, and the filter cake was washed with EtOAc (3×50 mL). The combined filtrate was washed with brine (3×100 mL), dried over Na2SO4 and concentrated to provide 4-amino-2-chloro-5-fluorophenol (2.5 g, 100% yield). 1H NMR (400 MHz, DMSO-d6): δ 9.39... The reactants are CO, CCO, ClCCl, Cl, [Na+], [OH-], N#Cc1cc(Oc2cccnc2)ccn1. The product is O=C(O)c1cc(Oc2cccnc2)ccn1. Reaction SMILES: [CH3:19][OH:20].[CH3:24][CH2:25][OH:26].[Cl:21][CH2:22][Cl:23].[ClH:18].[Na+:17].[OH-:16].[n:1]1[cH:2][c:3]([O:7][c:8]2[cH:9][c:10]([C:14]#[N:15])[n:11][cH:12][cH:13]2)[cH:4][cH:5][cH:6]1>>[n:1]1[cH:2][c:3]([O:7][c:8]2[cH:9][c:10]([C:14](=[O:16])[OH:20])[n:11][cH:12][cH:13]2)[cH:4][cH:5][cH:6]1. The reactants are CS(=O)(=O)Oc1ccc2c(C(=O)c3ccc(OCCN4CCCCC4)cc3)c(OS(=O)(=O)C(F)(F)F)ccc2c1, OB1OCc2cc(F)ccc21, c1ccc(P(c2ccccc2)(c2ccccc2)[Pd](P(c2ccccc2)(c2ccccc2)c2ccccc2)(P(c2ccccc2)(c2ccccc2)c2ccccc2)P(c2ccccc2)(c2ccccc2)c2ccccc2)cc1. The product is CS(=O)(=O)Oc1ccc2c(C(=O)c3ccc(OCCN4CCCCC4)cc3)c(-c3ccc(F)cc3CO)ccc2c1. As a reaction SMILES: [CH3:1][S:2](=[O:3])(=[O:4])[O:5][c:6]1[cH:7][c:8]2[cH:9][cH:10][c:11]([O:33][S:34]([C:35]([F:36])([F:37])[F:38])(=[O:39])=[O:40])[c:12]([C:16]([c:17]3[cH:18][cH:19][c:20]([O:23][CH2:24][CH2:25][N:26]4[CH2:27][CH2:28][CH2:29][CH2:30][CH2:31]4)[cH:21][cH:22]3)=[O:32])[c:13]2[cH:14][cH:15]1.[F:41][c:42]1[cH:43][c:44]2[c:45]([cH:50][cH:51]1)[B:46]([OH:49])[O:47][CH2:48]2.[cH:52]1[cH:53][cH:54][c:55]([P:56]([Pd:57]([P:58]([c:59]2[cH:60][cH:61][cH:62][cH:63][cH:64]2)([c:65]2[cH:66][cH:67][cH:68][cH:69][cH:70]2)[c:71]2[cH:72][cH:73][cH:74][cH:75][cH:76]2)([P:77]([c:78]2[cH:79][cH:80][cH:81][cH:82][cH:83]2)([c:84]2[cH:85][cH:86][cH:87][cH:88][cH:89]2)[c:90]2[cH:91][cH:92][cH:93][cH:94][cH:95]2)[P:96]([c:97]2[cH:98][cH:99][cH:100][cH:101][cH:102]2)([c:103]2[cH:104][cH:105][cH:106][cH:107][cH:108]2)[c:109]2[cH:110][cH:111][cH:112][cH:113][cH:114]2)([c:115]2[cH:116][cH:117][cH:118][cH:119][cH:120]2)[c:121]2[cH:122][cH:123][cH:124][cH:125][cH:126]2)[cH:127][cH:128]1>>[CH3:1][S:2](=[O:3])(=[O:4])[O:5][c:6]1[cH:7][c:8]2[cH:9][cH:10][c:11](-[c:45]3[c:44]([CH2:48][OH:47])[cH:43][c:42]([F:41])[cH:51][cH:50]3)[c:12]([C:16]([c:17]3[cH:18][cH:19][c:20]([O:23][CH2:24][CH2:25][N:26]4[CH2:27][CH2:28][CH2:29][CH2:30][CH2:31]4)[cH:21][cH:22]3)=[O:32])[c:13]2[cH:14][cH:15]1. The reactants are CN(C)C=O, [Cl-], CSc1nsc(Cl)n1, [H-], [NH4+], [Na+], OCc1ccccc1. The product is CSc1nsc(OCc2ccccc2)n1. Reaction SMILES: [CH3:21][N:22]([CH3:23])[CH:24]=[O:25].[Cl-:19].[Cl:1][c:2]1[n:3][c:4]([S:7][CH3:8])[n:5][s:6]1.[H-:17].[NH4+:20].[Na+:18].[OH:9][CH2:10][c:11]1[cH:12][cH:13][cH:14][cH:15][cH:16]1>>[c:2]1([O:9][CH2:10][c:11]2[cH:12][cH:13][cH:14][cH:15][cH:16]2)[n:3][c:4]([S:7][CH3:8])[n:5][s:6]1. Reactants: O (water), ClC1=C(C=O)C(=CC=C1)F (2-chloro-6-fluorobenzaldehyde), C1(=CC=CC=C1)O (phenol), C([O-])([O-])=O.[K+].[K+] (potassium carbonate). Run in CC(=O)N(C)C (dimethylacetamide). Yields the product ClC1=C(C=O)C(=CC=C1)OC1=CC=CC=C1 (2-chloro-6-phenoxy-benzaldehyde). The yield is 83.6%. As a reaction SMILES: [Cl:1][C:2]1[CH:9]=[CH:8][CH:7]=[C:6](F)[C:3]=1[CH:4]=[O:5].[C:11]1([OH:17])[CH:16]=[CH:15][CH:14]=[CH:13][CH:12]=1.C(=O)([O-])[O-].[K+].[K+].O>CC(N(C)C)=O>[Cl:1][C:2]1[CH:9]=[CH:8][CH:7]=[C:6]([O:17][C:11]2[CH:16]=[CH:15][CH:14]=[CH:13][CH:12]=2)[C:3]=1[CH:4]=[O:5] |f:2.3.4|. Procedure details: A mixture of 15.8 g (100 mmol) of 2-chloro-6-fluorobenzaldehyde, 9.4 g (100 mmol) of phenol and 20.7 g (150 mmol) of potassium carbonate in 150 ml of dimethylacetamide is heated under reflux for 4 hours The mixture is allowed to cool, water is added and the mixture is extracted 3× with tert-butyl methyl ether. The organic phases are washed with 2N sodium hydroxide solution and brine, dried over sodium sulfate and concentrated. Bulb tube distillation (175° C., 0.04 mbar) yields 19.46 g (83.64 mmo... The reactants are ClCCl, CCOC(=O)N=NC(=O)OCC, O=C1N(c2cc(Cl)nc(Cl)c2)C(=O)C2(Cc3ccc(O)cc3)CCCN12, OCCc1ccncc1, c1ccc(P(c2ccccc2)c2ccccc2)cc1. The product is O=C1N(c2cc(Cl)nc(Cl)c2)C(=O)C2(Cc3ccc(OCCc4ccncc4)cc3)CCCN12. RXN SMILES: [Cl:67][CH2:68][Cl:69].[O:55]=[C:56]([O:57][CH2:58][CH3:59])[N:60]=[N:61][C:62]([O:63][CH2:64][CH3:65])=[O:66].[OH:1][c:2]1[cH:3][cH:4][c:5]([CH2:6][C:7]23[C:8](=[O:24])[N:9]([c:16]4[cH:17][c:18]([Cl:23])[n:19][c:20]([Cl:22])[cH:21]4)[C:10](=[O:15])[N:11]2[CH2:12][CH2:13][CH2:14]3)[cH:25][cH:26]1.[OH:46][CH2:47][CH2:48][c:49]1[cH:50][cH:51][n:52][cH:53][cH:54]1.[c:27]1([P:28]([c:29]2[cH:30][cH:31][cH:32][cH:33][cH:34]2)[c:35]2[cH:36][cH:37][cH:38][cH:39][cH:40]2)[cH:41][cH:42][cH:43][cH:44][cH:45]1>>[O:1]([c:2]1[cH:3][cH:4][c:5]([CH2:6][C:7]23[C:8](=[O:24])[N:9]([c:16]4[cH:17][c:18]([Cl:23])[n:19][c:20]([Cl:22])[cH:21]4)[C:10](=[O:15])[N:11]2[CH2:12][CH2:13][CH2:14]3)[cH:25][cH:26]1)[CH2:47][CH2:48][c:49]1[cH:50][cH:51][n:52][cH:53][cH:54]1. Starting materials: [Na] (sodium), CC(C)C(=O)[C@]12C(=O)C(=C([C@](C1=O)(C[C@@H]([C@@]2(C)CCC=C(C)C)CC=C(C)C)CC=C(C)C)O)CC=C(C)C (hyperforin). The solvent is CO (methanol). Product: CC(C)C(=O)[C@]12C(=O)C(=C([C@](C1=O)(C[C@@H]([C@@]2(C)CCC=C(C)C)CC=C(C)C)CC=C(C)C)O)CC=C(C)C.[Na] (Hyperforin Sodium). As a reaction SMILES: [Na:1].[CH3:2][CH:3]([C:5]([C@@:7]12[C@@:17]([CH2:19][CH2:20][CH:21]=[C:22]([CH3:24])[CH3:23])([CH3:18])[C@@H:16]([CH2:25][CH:26]=[C:27]([CH3:29])[CH3:28])[CH2:15][C@@:12]([CH2:30][CH:31]=[C:32]([CH3:34])[CH3:33])([C:13]1=[O:14])[C:11]([OH:35])=[C:10]([CH2:36][CH:37]=[C:38]([CH3:40])[CH3:39])[C:8]2=[O:9])=[O:6])[CH3:4]>CO>[CH3:4][CH:3]([C:5]([C@@:7]12[C@@:17]([CH2:19][CH2:20][CH:21]=[C:22]([CH3:23])[CH3:24])([CH3:18])[C@@H:16]([CH2:25][CH:26]=[C:27]([CH3:28])[CH3:29])[CH2:15][C@@:12]([CH2:30][CH:31]=[C:32]([CH3:34])[CH3:33])([C:13]1=[O:14])[C:11]([OH:35])=[C:10]([CH2:36][CH:37]=[C:38]([CH3:40])[CH3:39])[C:8]2=[O:9])=[O:6])[CH3:2].[Na:1] |f:3.4,^1:0,81|. Procedure details: 23 mg (1 mmol) sodium is dissolved in 50 ml anhydrous methanol. 536 mg (1 mmol) hyperforin is dissolved in this solution under stirring, and the solution evaporated. The residue is dissolved in 100 ml water and lyophilised. Yield: 556 mg of a light-coloured powder (99.6% of theoretical). Mp.: Degradation from 170° C. IR: 1420-1500 cm−(sv).